Dataset: the Open Reaction Database (ORD), a public repository of structured organic reaction records. Task: describe an organic reaction: reactants, conditions, products, and yield Reaction SMILES: [N:1]([CH2:4][CH2:5][O:6][CH2:7][CH2:8][O:9][CH2:10][CH2:11][O:12][CH2:13][CH2:14][NH:15][S:16]([C:19]1[CH:42]=[CH:41][C:22]([O:23][C:24]2[C:29]([F:30])=[CH:28][C:27](/[CH:31]=[C:32](\[CH3:39])/[C:33]([N:35]=[C:36]([NH2:38])[NH2:37])=[O:34])=[CH:26][C:25]=2[F:40])=[CH:21][CH:20]=1)(=[O:18])=[O:17])=[N+:2]=[N-:3].[CH2:43]([OH:46])[C:44]#[CH:45].O=C1O[C@H]([C@H](CO)O)C([O-])=C1O.[Na+]>C(O)(C)(C)C.O.S([O-])([O-])(=O)=O.[Cu+2]>[NH2:37][C:36]([NH2:38])=[N:35][C:33](=[O:34])/[C:32](/[CH3:39])=[CH:31]/[C:27]1[CH:28]=[C:29]([F:30])[C:24]([O:23][C:22]2[CH:41]=[CH:42][C:19]([S:16](=[O:18])(=[O:17])[NH:15][CH2:14][CH2:13][O:12][CH2:11][CH2:10][O:9][CH2:8][CH2:7][O:6][CH2:5][CH2:4][N:1]3[CH:45]=[C:44]([CH2:43][OH:46])[N:3]=[N:2]3)=[CH:20][CH:21]=2)=[C:25]([F:40])[CH:26]=1 |f:2.3,6.7|. Conditions: time 14 hour. The reagents and catalysts are S(=O)(=O)([O-])[O-].[Cu+2] (copper sulfate). Procedure: To a mixture of (E)-3-(4-(4-(N-(2-(2-(2-(2-azidoethoxy)ethoxy)ethoxy)ethyl)sulfamoyl)phenoxy)-3,5-difluorophenyl)-N-(diaminomethylene)-2-methylacrylamide (70 mg, 0.11 mmol) and propargyl alcohol (6.4 mg. 0.11 mmol) in t-butanol (0.22 mL) and water (0.22 mL) was added 1 M sodium ascorbate (11 μL, 0.011 mmol) and 0.3 M copper sulfate (3.6 μL, 0.0011 mmol) and the reaction was stirred at RT. After 14 hours, the product was purified by preparative HPLC to give the title compound (22 mg) as a TFA sal... Product: NC(=NC(\C(=C\C1=CC(=C(C(=C1)F)OC1=CC=C(C=C1)S(NCCOCCOCCOCCN1N=NC(=C1)CO)(=O)=O)F)\C)=O)N ((E)-N-(diaminomethylene)-3-(3,5-difluoro-4-(4-(N-(2-(2-(2-(2-(4-(hydroxymethyl)-1H-1,2,3-triazol-1-yl)ethoxy)ethoxy)ethoxy)ethyl)sulfamoyl)phenoxy)phenyl)-2-methylacrylamide). Run in C(C)(C)(C)O (t-butanol), O (water). The yield is 30.0%. Starting materials: N(=[N+]=[N-])CCOCCOCCOCCNS(=O)(=O)C1=CC=C(OC2=C(C=C(C=C2F)/C=C(/C(=O)N=C(N)N)\C)F)C=C1 ((E)-3-(4-(4-(N-(2-(2-(2-(2-azidoethoxy)ethoxy)ethoxy)ethyl)sulfamoyl)phenoxy)-3,5-difluorophenyl)-N-(diaminomethylene)-2-methylacrylamide), C(C#C)O (propargyl alcohol), O=C1C(O)=C([O-])[C@H](O1)[C@@H](O)CO.[Na+] (sodium ascorbate).